From a dataset of the Open Reaction Database (ORD), a public repository of structured organic reaction records. describe an organic reaction: reactants, conditions, products, and yield Reactants: C(C(=O)Cl)(=O)Cl (Oxalyl chloride), C(C)(=O)OC=1C=C(C(=O)N)C=CC1OC(C)=O (3,4-diacetoxybenzamide). Run in ClCCCl (1,2-dichloroethane). Product: C(C)(=O)OC=1C=C(C(=O)N=C=O)C=CC1OC(C)=O (3,4-diacetoxybenzoyl isocyanate). RXN SMILES: C(Cl)(=O)[C:2](Cl)=[O:3].[C:7]([O:10][C:11]1[CH:12]=[C:13]([CH:17]=[CH:18][C:19]=1[O:20][C:21](=[O:23])[CH3:22])[C:14]([NH2:16])=[O:15])(=[O:9])[CH3:8]>ClCCCl>[C:7]([O:10][C:11]1[CH:12]=[C:13]([CH:17]=[CH:18][C:19]=1[O:20][C:21](=[O:23])[CH3:22])[C:14]([N:16]=[C:2]=[O:3])=[O:15])(=[O:9])[CH3:8]. Procedure: Oxalyl chloride (10.1 g) was added to a solution of 3,4-diacetoxybenzamide (7.5 g) in 1,2-dichloroethane (80 ml) with stirring under cooling. The mixture was gradually heated to a reflux temperature and allowed to react under reflux for 13 hours. After completion of the reaction, the solvent and excess oxalyl chloride was distilled off under reduced pressure to give 3,4-diacetoxybenzoyl isocyanate which was dissolved in anhydrous dichloromethane (40 ml) for the subsequent reaction. Reactants: C(C1=CC=CC=C1)OC1=CC=C(C=C1)B(O)O (4-Benzyloxyphenyl boronic acid), BrC=1C=C2C(=C(C3=CC=CC1N23)CC)C2=CC=C(C=C2)OC (4-Bromo-1-ethyl-2-(4-methoxyphenyl)pyrrolo[2,1,5-cd]indolizine), tetrakistriphenylphospine palladium(0), C([O-])([O-])=O.[Na+].[Na+] (Sodium carbonate), O (water), O (water). Run in COCCOC (1,2-dimethoxyethane), COCCOC (1,2-dimethoxyethane). Reaction conditions: temperature 87.5 celsius, time 10 minute. The product is C(C1=CC=CC=C1)OC1=CC=C(C=C1)C=1C=C2C(=C(C3=CC=CC1N23)CC)C2=CC=C(C=C2)OC (4-(4-benzyloxyphenyl)-1-ethyl-2-(4-methoxyphenyl)pyrrolo[2,1,5-cd]indolizine). The yield is 67.8%. As a reaction SMILES: Br[C:2]1[CH:3]=[C:4]2[N:12]3[C:7](=[CH:8][CH:9]=[CH:10][C:11]=13)[C:6]([CH2:13][CH3:14])=[C:5]2[C:15]1[CH:20]=[CH:19][C:18]([O:21][CH3:22])=[CH:17][CH:16]=1.C(=O)([O-])[O-].[Na+].[Na+].O.[CH2:30]([O:37][C:38]1[CH:43]=[CH:42][C:41](B(O)O)=[CH:40][CH:39]=1)[C:31]1[CH:36]=[CH:35][CH:34]=[CH:33][CH:32]=1>COCCOC>[CH2:30]([O:37][C:38]1[CH:43]=[CH:42][C:41]([C:2]2[CH:3]=[C:4]3[N:12]4[C:7](=[CH:8][CH:9]=[CH:10][C:11]=24)[C:6]([CH2:13][CH3:14])=[C:5]3[C:15]2[CH:20]=[CH:19][C:18]([O:21][CH3:22])=[CH:17][CH:16]=2)=[CH:40][CH:39]=1)[C:31]1[CH:36]=[CH:35][CH:34]=[CH:33][CH:32]=1 |f:1.2.3|. Procedure: 4-Bromo-1-ethyl-2-(4-methoxyphenyl)pyrrolo[2,1,5-cd]indolizine (0.354 g, 1.0 mmol), prepared in example 75, step 2, was dissolved in 15 ml of 1,2-dimethoxyethane under a nitrogen atmosphere. tetrakistriphenylphospine palladium(0) (0.06 g, 0.052 mmol) was added, and the mixture was stirred for 10 minutes. Sodium carbonate (0.65 g, 6.13 mmol) and water 2 ml was added and stirring was continued for 10 minutes. 4-Benzyloxyphenyl boronic acid (0.91 g, 3.99 mmol) dissolved in 10 ml of hot 1,2-dimethox... Starting materials: BrC1=C(C=CC=C1)OCCOC (1-bromo-2-(2-methoxyethoxyl)benzene), COC1=CC=C(CN(S(=O)(=O)C=2C=CC3=C(OCCN3)C2)C=2SC=CN2)C=C1 (N-(4-methoxybenzyl)-N-(thiazol-2-yl)-3,4-dihydro-2H-benzo[b][1,4]oxazine-7-sulfonamide), CC1(C2=C(C(=CC=C2)P(C3=CC=CC=C3)C4=CC=CC=C4)OC5=C(C=CC=C51)P(C6=CC=CC=C6)C7=CC=CC=C7)C (Xantphos), CC(C)([O-])C.[Na+] (sodium-tert-butoxide). Reagents/catalysts: C=1C=CC(=CC1)/C=C/C(=O)/C=C/C2=CC=CC=C2.C=1C=CC(=CC1)/C=C/C(=O)/C=C/C2=CC=CC=C2.C=1C=CC(=CC1)/C=C/C(=O)/C=C/C2=CC=CC=C2.[Pd].[Pd] (Pd2(dba)3). Run in C1(=CC=CC=C1)C (toluene). Conditions: temperature 100 celsius. Product: COC1=CC=C(CN(S(=O)(=O)C=2C=CC3=C(OCCN3C3=C(C=CC=C3)OCCOC)C2)C=2SC=CN2)C=C1 (N-(4-methoxybenzyl)-4-(2-(2-methoxyethoxyl)phenyl)-N-(thiazol-2-yl)-3,4-dihydro-2H-benzo[b][1,4]oxazine-7-sulfonamide). Yield: 44.4%. As a reaction SMILES: Br[C:2]1[CH:7]=[CH:6][CH:5]=[CH:4][C:3]=1[O:8][CH2:9][CH2:10][O:11][CH3:12].[CH3:13][O:14][C:15]1[CH:40]=[CH:39][C:18]([CH2:19][N:20]([C:34]2[S:35][CH:36]=[CH:37][N:38]=2)[S:21]([C:24]2[CH:25]=[CH:26][C:27]3[NH:32][CH2:31][CH2:30][O:29][C:28]=3[CH:33]=2)(=[O:23])=[O:22])=[CH:17][CH:16]=1.CC1(C)C2C(=C(P(C3C=CC=CC=3)C3C=CC=CC=3)C=CC=2)OC2C(P(C3C=CC=CC=3)C3C=CC=CC=3)=CC=CC1=2.CC(C)([O-])C.[Na+]>C1(C)C=CC=CC=1.C1C=CC(/C=C/C(/C=C/C2C=CC=CC=2)=O)=CC=1.C1C=CC(/C=C/C(/C=C/C2C=CC=CC=2)=O)=CC=1.C1C=CC(/C=C/C(/C=C/C2C=CC=CC=2)=O)=CC=1.[Pd].[Pd]>[CH3:13][O:14][C:15]1[CH:16]=[CH:17][C:18]([CH2:19][N:20]([C:34]2[S:35][CH:36]=[CH:37][N:38]=2)[S:21]([C:24]2[CH:25]=[CH:26][C:27]3[N:32]([C:2]4[CH:7]=[CH:6][CH:5]=[CH:4][C:3]=4[O:8][CH2:9][CH2:10][O:11][CH3:12])[CH2:31][CH2:30][O:29][C:28]=3[CH:33]=2)(=[O:23])=[O:22])=[CH:39][CH:40]=1 |f:3.4,6.7.8.9.10|. Reported procedure: A mixture of 1-bromo-2-(2-methoxyethoxyl)benzene (302.0 mg, 1.31 mmol), INTERMEDIate M (500 mg, 1.19 mmol), Pd2(dba)3 (76.0 mg, 0.0837 mmol), Xantphos (69.0 mg, 0.119 mmol) and sodium-tert-butoxide (229.0 mg, 2.39 mmol) in toluene (10 mL) was degassed with nitrogen for 10 minutes. The reaction mixture was subjected for heating at 100° C. for 1 h under microwave. After completion, the reaction mixture was diluted with water (10 mL) and extracted with ethyl acetate (3×15 mL). The organic layer was... Reactants: C(C)(C)(C)O[C@H](C(=O)O)C1=C(C2=CC=CC=C2C=C1C)C1=CCCCC1 ((S)-2-tert-butoxy-2-(1-cyclohexenyl-3-methylnaphthalen-2-yl)acetic acid), FC1=C2C=CC=NC2=C(C=C1)B(O)O (5-fluoroquinolin-8-ylboronic acid). Yields the product C(C)(C)(C)O[C@H](C(=O)O)C1=C(C2=CC=CC=C2C=C1C)C=1C=CC(=C2C=CC=NC12)F ((2S)-2-tert-butoxy-2-(1-(5-fluoroquinolin-8-yl)-3-methylnaphthalen-2-yl)acetic acid). Reaction SMILES: [C:1]([O:5][C@@H:6]([C:10]1[C:19]([CH3:20])=[CH:18][C:17]2[C:12](=[CH:13][CH:14]=[CH:15][CH:16]=2)[C:11]=1C1CCCCC=1)[C:7]([OH:9])=[O:8])([CH3:4])([CH3:3])[CH3:2].[F:27][C:28]1[CH:37]=[CH:36][C:35](B(O)O)=[C:34]2[C:29]=1[CH:30]=[CH:31][CH:32]=[N:33]2>>[C:1]([O:5][C@@H:6]([C:10]1[C:19]([CH3:20])=[CH:18][C:17]2[C:12](=[CH:13][CH:14]=[CH:15][CH:16]=2)[C:11]=1[C:35]1[CH:36]=[CH:37][C:28]([F:27])=[C:29]2[C:34]=1[N:33]=[CH:32][CH:31]=[CH:30]2)[C:7]([OH:9])=[O:8])([CH3:4])([CH3:3])[CH3:2]. Procedure details: (2S)-2-tert-Butoxy-2-(1-(5-fluoroquinolin-8-yl)-3-methylnaphthalen-2-yl)acetic acid (10) was prepared following the procedure to make (S)-2-tert-butoxy-2-(1-cyclohexenyl-3-methylnaphthalen-2-yl)acetic acid of Example 6 except 5-fluoroquinolin-8-ylboronic acid was used instead of cyclohexenylboronic acid. 1H-NMR: 400 MHz, (CD3OD) δ: 8.81 (d, J=8.2 Hz, 1H), 8.70 (dd, J=3.3 Hz, J=4.7 Hz,1H), 8.09 (t, J=6.2 Hz, 1H), 7.92 (m, 2H), 7.78 (m, 1H), 7.63 (t, J=9.0 Hz, 1H), 7.42 (t, J=7.0 Hz, 1H), 7.18 (t,... Starting materials: CCOc1cc(C=O)cc(OCC)c1SC, CC(=O)O, O, OO. The product is CCOc1cc(C=O)cc(OCC)c1S(C)=O. Reaction SMILES: [CH2:1]([CH3:2])[O:3][c:4]1[cH:5][c:6]([CH:7]=[O:8])[cH:9][c:10]([O:14][CH2:15][CH3:16])[c:11]1[S:12][CH3:13].[CH3:20][C:21](=[O:22])[OH:23].[OH2:19].[OH:17][OH:18]>>[CH2:1]([CH3:2])[O:3][c:4]1[cH:5][c:6]([CH:7]=[O:8])[cH:9][c:10]([O:14][CH2:15][CH3:16])[c:11]1[S:12]([CH3:13])=[O:17]. The product is O[C@@H](CC(=O)OC)CCCCCCCCCCCCCCC (methyl (R)-3-hydroxyoctadecanoate). The reagents and catalysts are [Ru] (ruthenium). Procedure details: Into a 200-ml autoclave (made of Hastelloy) were introduced 50 g of the methyl 3-oxooctadecanoate obtained above and 50 ml of methanol. The atmosphere in the autoclave was replaced with nitrogen gas. Thereto was added a solution prepared by dissolving 325 mg of Ru2Cl4 ((+)-(T)BINAP)2Et3N as a ruthenium-optically active phosphine complex in 3.8 ml of methylene chloride. Asymmetric hydrogenation was conducted at 65° C. and a hydrogen pressure of 30 atm. After the reaction mixture was thus reacted ... Isolated yield 95.0%. RXN SMILES: [O:1]=[C:2]([CH2:8][CH2:9][CH2:10][CH2:11][CH2:12][CH2:13][CH2:14][CH2:15][CH2:16][CH2:17][CH2:18][CH2:19][CH2:20][CH2:21][CH3:22])[CH2:3][C:4]([O:6][CH3:7])=[O:5].CO.[H][H]>C(Cl)Cl.[Ru]>[OH:1][C@H:2]([CH2:8][CH2:9][CH2:10][CH2:11][CH2:12][CH2:13][CH2:14][CH2:15][CH2:16][CH2:17][CH2:18][CH2:19][CH2:20][CH2:21][CH3:22])[CH2:3][C:4]([O:6][CH3:7])=[O:5]. Starting materials: Ru2Cl4 ((+)-(T)BINAP)2Et3N, [H][H] (hydrogen), Hastelloy, O=C(CC(=O)OC)CCCCCCCCCCCCCCC (methyl 3-oxooctadecanoate), CO (methanol). Run in C(Cl)Cl (methylene chloride). Starting materials: CC(C)(C)OC(=O)NC1CCC(C(=O)O)CC1, CNOC, CN1CCOCC1, CCN=C=NCCCN(C)C, ClCCl, Cl, On1nnc2ccccc21. Yields the product CON(C)C(=O)C1CCC(NC(=O)OC(C)(C)C)CC1. Reaction SMILES: [C:1]([CH3:2])([CH3:3])([CH3:4])[O:5][C:6](=[O:7])[NH:8][CH:9]1[CH2:10][CH2:11][CH:12]([C:15](=[O:16])[OH:17])[CH2:13][CH2:14]1.[CH3:19][NH:20][O:21][CH3:22].[CH3:23][N:24]1[CH2:25][CH2:26][O:27][CH2:28][CH2:29]1.[CH3:30][CH2:31][N:32]=[C:33]=[N:34][CH2:35][CH2:36][CH2:37][N:38]([CH3:39])[CH3:40].[Cl:51][CH2:52][Cl:53].[ClH:18].[OH:41][n:42]1[c:43]2[c:44]([cH:45][cH:46][cH:47][cH:48]2)[n:49][n:50]1>>[C:1]([CH3:2])([CH3:3])([CH3:4])[O:5][C:6](=[O:7])[NH:8][CH:9]1[CH2:10][CH2:11][CH:12]([C:15](=[O:17])[N:20]([CH3:19])[O:21][CH3:22])[CH2:13][CH2:14]1. Reactants: C(O)([O-])=O.[Na+] (sodium hydrogen carbonate), ClC1=NC=CC(=N1)N1C([C@](CC1)(C#N)C(C)C)=O ((3S)-1-(2-chloropyrimidin-4-yl)-3-isopropyl-2-oxopyrrolidine-3-carbonitrile), NC=1C=NN(C1)CC(=O)N (2-(4-amino-1H-pyrazol-1-yl)acetamide), C(C)(=O)O (acetic acid). Solvent: C(C)O (ethanol), O.C(C)#N (water acetonitrile). The product is Cl.C(#N)[C@@]1(C(N(CC1)C1=NC(=NC=C1)NC=1C=NN(C1)CC(=O)N)=O)C(C)C (2-(4-((4-((3S)-3-cyano-3-isopropyl-2-oxopyrrolidin-1-yl)pyrimidin-2-yl)amino)-1H-pyrazol-1-yl)acetamide hydrochloride). Yield: 15.5%. RXN SMILES: [Cl:1][C:2]1[N:7]=[C:6]([N:8]2[CH2:12][CH2:11][C@:10]([CH:15]([CH3:17])[CH3:16])([C:13]#[N:14])[C:9]2=[O:18])[CH:5]=[CH:4][N:3]=1.[NH2:19][C:20]1[CH:21]=[N:22][N:23]([CH2:25][C:26]([NH2:28])=[O:27])[CH:24]=1.C(O)(=O)C.C(=O)([O-])O.[Na+]>C(O)C.O.C(#N)C>[ClH:1].[C:13]([C@@:10]1([CH:15]([CH3:17])[CH3:16])[CH2:11][CH2:12][N:8]([C:6]2[CH:5]=[CH:4][N:3]=[C:2]([NH:19][C:20]3[CH:21]=[N:22][N:23]([CH2:25][C:26]([NH2:28])=[O:27])[CH:24]=3)[N:7]=2)[C:9]1=[O:18])#[N:14] |f:3.4,6.7,8.9|. Procedure details: A solution Of (3S)-1-(2-chloropyrimidin-4-yl)-3-isopropyl-2-oxopyrrolidine-3-carbonitrile (55 mg) obtained in Step A of Example 9, 2-(4-amino-1H-pyrazol-1-yl)acetamide (35 mg) and acetic acid (13 μL) in ethanol (2 mL) was stirred in a microwave reactor at 150° C. for 1 hr, and the solvent was evaporated under reduced pressure. The obtained residue was purified by silica gel column chromatography (NH, ethyl acetate/methanol). The obtained crude product was subjected to HPLC (C18, mobile phase: wa...